Dataset: the Open Reaction Database (ORD), a public repository of structured organic reaction records. Task: describe an organic reaction: reactants, conditions, products, and yield Reactants: ClCCl, COc1ccc(CO)c2cccnc12. Product: COc1ccc(C=O)c2cccnc12. As a reaction SMILES: [Cl:15][CH2:16][Cl:17].[OH:1][CH2:2][c:3]1[c:4]2[cH:5][cH:6][cH:7][n:8][c:9]2[c:10]([O:13][CH3:14])[cH:11][cH:12]1>>[O:1]=[CH:2][c:3]1[c:4]2[cH:5][cH:6][cH:7][n:8][c:9]2[c:10]([O:13][CH3:14])[cH:11][cH:12]1. Reactants: BrC1=CC(=C(O1)C)C=O (5-bromo-2-methylfuran-3-carbaldehyde), CC1=NC=C(C=C1)B1OC(C(O1)(C)C)(C)C (2-methyl-5-(4,4,5,5-tetramethyl-1,3,2-dioxaborolan-2-yl)pyridine), C([O-])([O-])=O.[Na+].[Na+] (sodium carbonate), COCCOC (1,2-dimethoxyethane). The reagents and catalysts are C=1C=CC(=CC1)[P](C=2C=CC=CC2)(C=3C=CC=CC3)[Pd]([P](C=4C=CC=CC4)(C=5C=CC=CC5)C=6C=CC=CC6)([P](C=7C=CC=CC7)(C=8C=CC=CC8)C=9C=CC=CC9)[P](C=1C=CC=CC1)(C=1C=CC=CC1)C=1C=CC=CC1 (tetrakis(triphenylphosphine)palladium(0)). Solvent: O (water). Run at time 8 hour. Yields the product CC1=CC=C(C=N1)C1=CC(=C(O1)C)C=O (5-(6-methylpyridin-3-yl)-2-methylfuran-3-carbaldehyde). The yield is 81.4%. As a reaction SMILES: Br[C:2]1[O:6][C:5]([CH3:7])=[C:4]([CH:8]=[O:9])[CH:3]=1.[CH3:10][C:11]1[CH:16]=[CH:15][C:14](B2OC(C)(C)C(C)(C)O2)=[CH:13][N:12]=1.C(=O)([O-])[O-].[Na+].[Na+].COCCOC>C1C=CC([P]([Pd]([P](C2C=CC=CC=2)(C2C=CC=CC=2)C2C=CC=CC=2)([P](C2C=CC=CC=2)(C2C=CC=CC=2)C2C=CC=CC=2)[P](C2C=CC=CC=2)(C2C=CC=CC=2)C2C=CC=CC=2)(C2C=CC=CC=2)C2C=CC=CC=2)=CC=1.O>[CH3:10][C:11]1[N:12]=[CH:13][C:14]([C:2]2[O:6][C:5]([CH3:7])=[C:4]([CH:8]=[O:9])[CH:3]=2)=[CH:15][CH:16]=1 |f:2.3.4,^1:41,43,62,81|. Procedure details: A mixture of 5-bromo-2-methylfuran-3-carbaldehyde (1.5 g), 2-methyl-5-(4,4,5,5-tetramethyl-1,3,2-dioxaborolan-2-yl)pyridine (2.1 g), tetrakis(triphenylphosphine)palladium(0) (0.5 g), 2N aqueous sodium carbonate solution (10 mL) and 1,2-dimethoxyethane (20 mL) was stirred overnight with refluxing under an argon atmosphere. The reaction mixture was poured into water, and the mixture was extracted with ethyl acetate. The organic layer was washed with saturated brine, and dried over magnesium sulfat... The reactants are O=C(O)c1cc2c(Br)cccc2s1, CCOC(C)=O, Cl, [Cu], c1ccc2ncccc2c1. Yields the product Brc1cccc2sccc12. Reaction SMILES: [Br:1][c:2]1[cH:3][cH:4][cH:5][c:6]2[s:7][c:8]([C:11]([OH:12])=[O:13])[cH:9][c:10]12.[CH3:26][CH2:27][O:28][C:29](=[O:30])[CH3:31].[ClH:24].[Cu:25].[cH:14]1[cH:15][c:16]2[c:17]([n:18][cH:19][cH:20][cH:21]2)[cH:22][cH:23]1>>[Br:1][c:2]1[cH:3][cH:4][cH:5][c:6]2[s:7][cH:8][cH:9][c:10]12. Procedure: A solution of 1.7 grams of 4-chloromethylphenyltrimethoxysilane, UTF-24M, in 60 mL of dry acetone was stirred with 1.7 g of NaI and heated at reflux under an argon atmosphere for 5 h. The reaction was performed under yellow Safelight conditions. Acetone was removed under vacuum, and the product was extracted with toluene. The resulting colorless to light yellow liquid was stored as a 0.067M stock solution in toluene. The iodinated silane will be referred to as UTF-24I. A 1H NMR spectrum of UTF-2... Reaction SMILES: Cl[CH2:2][C:3]1[CH:8]=[CH:7][C:6]([Si:9]([O:14][CH3:15])([O:12][CH3:13])[O:10][CH3:11])=[CH:5][CH:4]=1.[Na+].[I-].ClCl.C([I:27])C1C=CC=CC=1.[SiH4]>CC(C)=O>[I:27][CH2:2][C:3]1[CH:8]=[CH:7][C:6]([Si:9]([O:14][CH3:15])([O:12][CH3:13])[O:10][CH3:11])=[CH:5][CH:4]=1 |f:1.2|. Starting materials: C(C1=CC=CC=C1)I (benzyl iodide), [SiH4] (silane), ClCC1=CC=C(C=C1)[Si](OC)(OC)OC (4-chloromethylphenyltrimethoxysilane), [Na+].[I-] (NaI), ClCl (chlorine). Product: ICC1=CC=C(C=C1)[Si](OC)(OC)OC (4-iodomethylphenyltrimethoxysilane). The solvent is CC(=O)C (acetone). Starting materials: CS(=O)(=O)Cl, Nc1cc([N+](=O)[O-])ccc1C(=O)N1CCOCC1, c1ccncc1. The product is CS(=O)(=O)Nc1cc([N+](=O)[O-])ccc1C(=O)N1CCOCC1. Reaction SMILES: [CH3:1][S:2]([Cl:3])(=[O:4])=[O:5].[NH2:6][c:7]1[c:8]([C:16](=[O:17])[N:18]2[CH2:19][CH2:20][O:21][CH2:22][CH2:23]2)[cH:9][cH:10][c:11]([N+:13](=[O:14])[O-:15])[cH:12]1.[cH:24]1[cH:25][cH:26][n:27][cH:28][cH:29]1>>[CH3:1][S:2](=[O:4])(=[O:5])[NH:6][c:7]1[c:8]([C:16](=[O:17])[N:18]2[CH2:19][CH2:20][O:21][CH2:22][CH2:23]2)[cH:9][cH:10][c:11]([N+:13](=[O:14])[O-:15])[cH:12]1.